describe an organic reaction: reactants, conditions, products, and yield From a dataset of the Open Reaction Database (ORD), a public repository of structured organic reaction records. Reactants: C(C)(=O)O[C@H]1[C@@H]([C@]2(C)[C@@H](C1)[C@@H]1CCC3=CC(CC[C@]3(C)[C@H]1CC2)=O)N(C(C(F)(F)F)=O)C (16α-acetyloxy-17β-(N-trifluoroacetyl-methylamino)-androst-4-en-3-one), diphenylselenic anhydride, C1(=CC=CC=C1)C (toluene). Solvent: ClC1=CC=CC=C1 (chlorobenzene). Yields the product C(C)(=O)O[C@H]1[C@@H]([C@]2(C)[C@@H](C1)[C@@H]1CCC3=CC(C=C[C@]3(C)[C@H]1CC2)=O)N(C(C(F)(F)F)=O)C (16α-acetyloxy-17β-(N-trifluoroacetyl-methylamino)-androsta-1,4-dien-3-one). Yield: 81.2%. Reaction SMILES: [C:1]([O:4][C@@H:5]1[CH2:10][C@H:9]2[C@H:11]3[C@H:21]([CH2:22][CH2:23][C@:7]2([CH3:8])[C@H:6]1[N:25]([CH3:32])[C:26](=[O:31])[C:27]([F:30])([F:29])[F:28])[C@:19]1([CH3:20])[C:14](=[CH:15][C:16](=[O:24])[CH2:17][CH2:18]1)[CH2:13][CH2:12]3)(=[O:3])[CH3:2].C1(C)C=CC=CC=1>ClC1C=CC=CC=1>[C:1]([O:4][C@@H:5]1[CH2:10][C@H:9]2[C@H:11]3[C@H:21]([CH2:22][CH2:23][C@:7]2([CH3:8])[C@H:6]1[N:25]([CH3:32])[C:26](=[O:31])[C:27]([F:29])([F:28])[F:30])[C@:19]1([CH3:20])[C:14](=[CH:15][C:16](=[O:24])[CH:17]=[CH:18]1)[CH2:13][CH2:12]3)(=[O:3])[CH3:2]. Procedure details: A solution of 16α-acetyloxy-17β-(N-trifluoroacetyl-methylamino)-androst-4-en-3-one (1.88 g) and diphenylselenic anhydride (1.7 g) in chlorobenzene (39 ml) was heated under reflux for 1 h. The solution was cooled, toluene was added and the solution was filtered through a column (7.5 cm×2.5 cm) of silica gel (0.063-0.2 mm). Elution with toluene removed diphenylselenide. Elution with ether yielded a fraction which was evaporated to dryness to give 16α-acetyloxy-17β-(N-trifluoroacetyl-methylamino)-a... The reactants are ClCCCl, CN(C)C=O, N#Cc1c(Cl)cccc1C(=O)O, ClCCl, On1nnc2ccccc21, c1ccc(-c2nnc3n2CCNC3)nc1. Yields the product N#Cc1c(Cl)cccc1C(=O)N1CCn2c(nnc2-c2ccccn2)C1. As a reaction SMILES: [CH2:1]([Cl:2])[CH2:3][Cl:4].[CH3:45][N:46]([CH3:47])[CH:48]=[O:49].[Cl:30][c:31]1[c:32]([C:40]#[N:41])[c:33]([C:34](=[O:35])[OH:36])[cH:37][cH:38][cH:39]1.[Cl:42][CH2:43][Cl:44].[OH:5][n:6]1[c:7]2[c:8]([cH:9][cH:10][cH:11][cH:12]2)[n:13][n:14]1.[n:15]1[c:16](-[c:21]2[n:22][n:23][c:24]3[n:25]2[CH2:26][CH2:27][NH:28][CH2:29]3)[cH:17][cH:18][cH:19][cH:20]1>>[n:15]1[c:16](-[c:21]2[n:22][n:23][c:24]3[n:25]2[CH2:26][CH2:27][N:28]([C:34]([c:33]2[c:32]([C:40]#[N:41])[c:31]([Cl:30])[cH:39][cH:38][cH:37]2)=[O:35])[CH2:29]3)[cH:17][cH:18][cH:19][cH:20]1. Reactants: COC(C(C(=O)O)OC)=O (2-Methoxy-malonic acid monomethyl ester), FC(CN)(C(F)(F)F)F (2,2,3,3,3-pentafluoro-propylamine). Product: COC(C(C(=O)NCC(C(F)(F)F)(F)F)OC)=O (2-methoxy-N-(2,2,3,3,3-pentafluoro-propyl)-malonamic acid methyl ester). As a reaction SMILES: [CH3:1][O:2][C:3](=[O:10])[CH:4]([O:8][CH3:9])[C:5](O)=[O:6].[F:11][C:12]([F:19])([C:15]([F:18])([F:17])[F:16])[CH2:13][NH2:14]>>[CH3:1][O:2][C:3](=[O:10])[CH:4]([O:8][CH3:9])[C:5]([NH:14][CH2:13][C:12]([F:19])([F:11])[C:15]([F:18])([F:17])[F:16])=[O:6]. Procedure: 2-Methoxy-malonic acid monomethyl ester was coupled with 2,2,3,3,3-pentafluoro-propylamine in analogy to the description in Example 73 to yield 2-methoxy-N-(2,2,3,3,3-pentafluoro-propyl)-malonamic acid methyl ester as colourless oil, Starting materials: C=O (formaldehyde), [N+](=O)([O-])C1=C(C=CC=2C(C3=CC=CC=C3C(C12)=O)=O)C (1-nitro-2-methylanthraquinone), ClC=1C(C2=CC=CC=C2C(C1Cl)=O)=O (2,3-dichloro-1,4-naphthoquinone), [OH-].[Na+] (sodium hydroxide). The solvent is C(C)O (ethanol). The product is NC1=C(C=CC=2C(C3=CC=CC=C3C(C12)=O)=O)C (1-amino-2-methylanthraquinone). As a reaction SMILES: [N+:1]([C:4]1[C:17]2[C:16](=[O:18])[C:15]3[C:10](=[CH:11][CH:12]=[CH:13][CH:14]=3)[C:9](=[O:19])[C:8]=2[CH:7]=[CH:6][C:5]=1[CH3:20])([O-])=O.ClC1C(=O)C2C(C(=O)C=1Cl)=CC=CC=2.[OH-].[Na+].C=O>C(O)C>[NH2:1][C:4]1[C:17]2[C:16](=[O:18])[C:15]3[C:10](=[CH:11][CH:12]=[CH:13][CH:14]=3)[C:9](=[O:19])[C:8]=2[CH:7]=[CH:6][C:5]=1[CH3:20] |f:2.3|. Procedure details: 53 parts of 1-nitro-2-methylanthraquinone and 0.6 part of 2,3-dichloro-1,4-naphthoquinone in 300 parts by volume of ethanol and 150 parts by volume of 50% aqueous sodium hydroxide solution are heated to 78°-80° C. At this temperature, 37% aqueous formaldehyde solution is added dropwise to the solution in accordance with the consumption. The consumption of formaldehyde can be checked and the addition controlled by measuring the changes in the redox potential. The time taken for the addition is 11...